This data is from the Open Reaction Database (ORD), a public repository of structured organic reaction records. The task is: describe an organic reaction: reactants, conditions, products, and yield Reactants: CCOCC, CC(C)=O, COCCOC, CC(C)=NO, CC(=O)COc1ccc(Oc2ccccc2)cc1, O=S(=O)(O)O. Yields the product CCOCC, CC(COc1ccc(Oc2ccccc2)cc1)=NO. RXN SMILES: [CH2:1]([CH3:2])[O:3][CH2:4][CH3:5].[CH3:34][C:35](=[O:36])[CH3:37].[CH3:38][O:39][CH2:40][CH2:41][O:42][CH3:43].[CH3:6][C:7]([CH3:8])=[N:9][OH:10].[O:11]([c:12]1[cH:13][cH:14][cH:15][cH:16][cH:17]1)[c:18]1[cH:19][cH:20][c:21]([O:22][CH2:23][C:24](=[O:25])[CH3:26])[cH:27][cH:28]1.[S:29](=[O:30])(=[O:31])([OH:32])[OH:33]>>[CH2:1]([CH3:2])[O:3][CH2:4][CH3:5].[CH2:6]([C:7]([CH3:8])=[N:9][OH:10])[O:22][c:21]1[cH:20][cH:19][c:18]([O:11][c:12]2[cH:13][cH:14][cH:15][cH:16][cH:17]2)[cH:28][cH:27]1. Reactants: FC1=CC=C(C=C1)C(CCCCCCCN1C(C2=CC=CC=C2C1=O)=O)C1=CC=C(C=C1)F (2-[8,8-bis-(4-fluorophenyl)-octyl]-isoindol-1,3-dione), O.NN (hydrazine hydrate). Solvent: C(C)O (ethanol). The product is FC1=CC=C(C=C1)C(CCCCCCCN)C1=CC=C(C=C1)F (8,8-bis-(4-fluorophenyl)-octylamine). Reaction SMILES: [F:1][C:2]1[CH:7]=[CH:6][C:5]([CH:8]([C:27]2[CH:32]=[CH:31][C:30]([F:33])=[CH:29][CH:28]=2)[CH2:9][CH2:10][CH2:11][CH2:12][CH2:13][CH2:14][CH2:15][N:16]2C(=O)C3C(=CC=CC=3)C2=O)=[CH:4][CH:3]=1.O.NN>C(O)C>[F:1][C:2]1[CH:3]=[CH:4][C:5]([CH:8]([C:27]2[CH:28]=[CH:29][C:30]([F:33])=[CH:31][CH:32]=2)[CH2:9][CH2:10][CH2:11][CH2:12][CH2:13][CH2:14][CH2:15][NH2:16])=[CH:6][CH:7]=1 |f:1.2|. Procedure: 8.1 g (18.1 mmol) 2-[8,8-bis-(4-fluorophenyl)-octyl]-isoindol-1,3-dione and 1.8 ml (37.0 mmol) hydrazine hydrate are heated under reflux in 50 ml ethanol for two hours. The cooled solution is concentrated under vacuum and the residue is purified by chromatography over silica gel with CHCl3/CH3OH/TEA (98/2/2): Yield 2.4 g (42%). The reactants are NC(=O)c1cc(Br)cc2c(C3CCS(=O)(=O)C3)c[nH]c12, O=C([O-])[O-], CC1(C)OB(c2csc(CN3CCC3)c2)OC1(C)C, [K+], [K+], C1COCCO1, O. Yields the product NC(=O)c1cc(-c2csc(CN3CCC3)c2)cc2c(C3CCS(=O)(=O)C3)c[nH]c12. As a reaction SMILES: [Br:1][c:2]1[cH:3][c:4]2[c:5]([CH:14]3[CH2:15][S:16](=[O:19])(=[O:20])[CH2:17][CH2:18]3)[cH:6][nH:7][c:8]2[c:9]([C:11](=[O:12])[NH2:13])[cH:10]1.[C:40](=[O:41])([O-:42])[O-:43].[CH3:21][C:22]1([CH3:23])[C:24]([CH3:25])([CH3:26])[O:27][B:28]([c:29]2[cH:30][c:31]([CH2:34][N:35]3[CH2:36][CH2:37][CH2:38]3)[s:32][cH:33]2)[O:39]1.[K+:44].[K+:45].[O:47]1[CH2:48][CH2:49][O:50][CH2:51][CH2:52]1.[OH2:46]>>[c:2]1(-[c:29]2[cH:30][c:31]([CH2:34][N:35]3[CH2:36][CH2:37][CH2:38]3)[s:32][cH:33]2)[cH:3][c:4]2[c:5]([CH:14]3[CH2:15][S:16](=[O:19])(=[O:20])[CH2:17][CH2:18]3)[cH:6][nH:7][c:8]2[c:9]([C:11](=[O:12])[NH2:13])[cH:10]1. Starting materials: Cc1nccn1-c1ccc(Sc2cc(F)cc(C3(C#N)CCOCC3)c2)cc1, CC(C)(C)O, [K+], [OH-]. Product: Cc1nccn1-c1ccc(Sc2cc(F)cc(C3(C(N)=O)CCOCC3)c2)cc1. As a reaction SMILES: [C:1](#[N:2])[C:3]1([c:9]2[cH:10][c:11]([S:16][c:17]3[cH:18][cH:19][c:20](-[n:23]4[c:24]([CH3:28])[n:25][cH:26][cH:27]4)[cH:21][cH:22]3)[cH:12][c:13]([F:15])[cH:14]2)[CH2:4][CH2:5][O:6][CH2:7][CH2:8]1.[CH3:31][C:32]([OH:33])([CH3:34])[CH3:35].[K+:30].[OH-:29]>>[C:1]([NH2:2])([C:3]1([c:9]2[cH:10][c:11]([S:16][c:17]3[cH:18][cH:19][c:20](-[n:23]4[c:24]([CH3:28])[n:25][cH:26][cH:27]4)[cH:21][cH:22]3)[cH:12][c:13]([F:15])[cH:14]2)[CH2:4][CH2:5][O:6][CH2:7][CH2:8]1)=[O:29]. The reactants are BrC1=CN(C(C2=CC=C(C=C12)C=1C=NC(=CC1)C)=O)C (4-bromo-2-methyl-6-(6-methylpyridin-3-yl)isoquinolin-1-one), C(C)S(=O)(=O)NC=1C=C(C=CC1)B(O)O ([3-(ethylsulfonylamino)phenyl]boronic acid), [O-]P(=O)([O-])[O-].[K+].[K+].[K+] (K3PO4). The reagents and catalysts are C1=CC=C(C=C1)P([C-]2C=CC=C2)C3=CC=CC=C3.C1=CC=C(C=C1)P([C-]2C=CC=C2)C3=CC=CC=C3.Cl[Pd]Cl.[Fe+2] (Pd(dppf)Cl2). The solvent is O1CCOCC1 (dioxane). Yields the product CN1C(C2=CC=C(C=C2C(=C1)C=1C=C(C=CC1)NS(=O)(=O)CC)C=1C=NC(=CC1)C)=O (N-[3-[2-methyl-6-(6-methylpyridin-3-yl)-1-oxoisoquinolin-4-yl]phenyl]ethanesulfonamide). Yield: 14.1%. RXN SMILES: Br[C:2]1[C:11]2[C:6](=[CH:7][CH:8]=[C:9]([C:12]3[CH:13]=[N:14][C:15]([CH3:18])=[CH:16][CH:17]=3)[CH:10]=2)[C:5](=[O:19])[N:4]([CH3:20])[CH:3]=1.[CH2:21]([S:23]([NH:26][C:27]1[CH:28]=[C:29](B(O)O)[CH:30]=[CH:31][CH:32]=1)(=[O:25])=[O:24])[CH3:22].[O-]P([O-])([O-])=O.[K+].[K+].[K+]>O1CCOCC1.C1C=CC(P(C2C=CC=CC=2)[C-]2C=CC=C2)=CC=1.C1C=CC(P(C2C=CC=CC=2)[C-]2C=CC=C2)=CC=1.Cl[Pd]Cl.[Fe+2]>[CH3:20][N:4]1[CH:3]=[C:2]([C:31]2[CH:32]=[C:27]([NH:26][S:23]([CH2:21][CH3:22])(=[O:24])=[O:25])[CH:28]=[CH:29][CH:30]=2)[C:11]2[C:6](=[CH:7][CH:8]=[C:9]([C:12]3[CH:13]=[N:14][C:15]([CH3:18])=[CH:16][CH:17]=3)[CH:10]=2)[C:5]1=[O:19] |f:2.3.4.5,7.8.9.10|. Procedure: A mixture of 4-bromo-2-methyl-6-(6-methylpyridin-3-yl)isoquinolin-1-one (135 mg, 0.41 mmol), [3-(ethylsulfonylamino)phenyl]boronic acid (141 mg, 0.62 mmol), Pd(dppf)Cl2 (35 mg, 0.05 mmol) and aqueous 1M K3PO4 (1.03 mL) in dioxane (6 mL) was microwaved at 100° C. for 1 h. Purification by silica gel chromatography (PE:EA=3:1 to 1:2) followed by preparative HPLC gave the title compound (25 mg, 14.1%) as a white solid. 1H NMR (CDCl3, 400 MHz) δ 8.74 (d, J=2.0 Hz, 1H), 8.41 (d, J=8.4 Hz, 1H), 7.96 (d... The reactants are C(C)OC(CCCOC1=C(C(=CC=C1)CCCCCCOC=1C=C(C=C(C1)C(N(C)C)=O)C1=CC(=C(C=C1)F)F)CCC(=O)OCC)=O (4-{3-[6-(5-dimethylcarbamoyl-3′,4′-difluoro-biphenyl-3-yloxy)-hexyl]-2-(2-ethoxycarbonyl-ethyl)-phenoxy}-butyric acid ethyl ester), C(C)OC(CCCOC1=C(C(=CC=C1)CCCCCCOC1=CC(=CC(=C1)C(NCC1=C(C=CC=C1)OC(F)F)=O)Br)CCC(=O)OCC)=O (4-[3-{6-[3-bromo-5-(2-difluoromethoxy-benzylcarbamoyl)-phenoxy]-hexyl}-2-(2-ethoxycarbonyl-ethyl)-phenoxy]-butyric acid ethyl ester), FC1=C(C=CC=C1)B(O)O (2-fluoro-phenylboronic acid), C([O-])([O-])=O.[Cs+].[Cs+] (cesium carbonate). Reagents/catalysts: C1=CC=C(C=C1)P([C-]2C=CC=C2)C3=CC=CC=C3.C1=CC=C(C=C1)P([C-]2C=CC=C2)C3=CC=CC=C3.Cl[Pd]Cl.[Fe+2] (PdCl2(dppf)). Run in COCCOC (1,2-dimethoxyethane). Yields the product C(C)OC(CCCOC1=C(C(=CC=C1)CCCCCCOC=1C=C(C=C(C1)C(NCC1=C(C=CC=C1)OC(F)F)=O)C1=C(C=CC=C1)F)CCC(=O)OCC)=O (4-[3-{6-[5-(2-difluoromethoxy-benzylcarbamoyl)-2′-fluoro-biphenyl-3-yloxy]-hexyl}-2-(2-ethoxycarbonyl-ethyl)-phenoxy]-butyric acid ethyl ester). Yield: 84.0%. As a reaction SMILES: C(OC(=O)CCCOC1C=CC=C(CCCCCCOC2C=C([C:33]3[CH:38]=[CH:37][C:36](F)=[C:35]([F:40])[CH:34]=3)C=C(C(=O)N(C)C)C=2)C=1CCC(OCC)=O)C.[CH2:49]([O:51][C:52](=[O:98])[CH2:53][CH2:54][CH2:55][O:56][C:57]1[CH:62]=[CH:61][CH:60]=[C:59]([CH2:63][CH2:64][CH2:65][CH2:66][CH2:67][CH2:68][O:69][C:70]2[CH:75]=[C:74]([C:76](=[O:89])[NH:77][CH2:78][C:79]3[CH:84]=[CH:83][CH:82]=[CH:81][C:80]=3[O:85][CH:86]([F:88])[F:87])[CH:73]=[C:72](Br)[CH:71]=2)[C:58]=1[CH2:91][CH2:92][C:93]([O:95][CH2:96][CH3:97])=[O:94])[CH3:50].FC1C=CC=CC=1B(O)O.C(=O)([O-])[O-].[Cs+].[Cs+]>COCCOC.C1C=CC(P(C2C=CC=CC=2)[C-]2C=CC=C2)=CC=1.C1C=CC(P(C2C=CC=CC=2)[C-]2C=CC=C2)=CC=1.Cl[Pd]Cl.[Fe+2]>[CH2:49]([O:51][C:52](=[O:98])[CH2:53][CH2:54][CH2:55][O:56][C:57]1[CH:62]=[CH:61][CH:60]=[C:59]([CH2:63][CH2:64][CH2:65][CH2:66][CH2:67][CH2:68][O:69][C:70]2[CH:71]=[C:72]([C:36]3[CH:37]=[CH:38][CH:33]=[CH:34][C:35]=3[F:40])[CH:73]=[C:74]([C:76](=[O:89])[NH:77][CH2:78][C:79]3[CH:84]=[CH:83][CH:82]=[CH:81][C:80]=3[O:85][CH:86]([F:88])[F:87])[CH:75]=2)[C:58]=1[CH2:91][CH2:92][C:93]([O:95][CH2:96][CH3:97])=[O:94])[CH3:50] |f:3.4.5,7.8.9.10|. Procedure: The title compound was prepared by the same method as 4-{3-[6-(5-dimethylcarbamoyl-3′,4′-difluoro-biphenyl-3-yloxy)-hexyl]-2-(2-ethoxycarbonyl-ethyl)-phenoxy}-butyric acid ethyl ester starting from 4-[3-{6-[3-bromo-5-(2-difluoromethoxy-benzylcarbamoyl)-phenoxy]-hexyl}-2-(2-ethoxycarbonyl-ethyl)-phenoxy]-butyric acid ethyl ester (150 mg, 0.196 mmol), 2-fluoro-phenylboronic acid (55 mg, 0.392 mmol), PdCl2(dppf) (29 mg, 0.04 mmol) and cesium carbonate (128 mg, 0.392 mmol) in 1,2-dimethoxyethane (5....